The task is: describe an organic reaction: reactants, conditions, products, and yield. This data is from the Open Reaction Database (ORD), a public repository of structured organic reaction records. Reactants: N1C=NC=C1 (imidazole), [Si](C)(C)(C(C)(C)C)Cl (t-butyldimethylsilyl chloride), OC1=CC=C(C=C1)NCC=1C=NC=CC1 (N-(4-hydroxyphenyl)pyridin-3-ylmethylamine). The solvent is C1CCOC1 (THF). Conditions: time 8 hour. Yields the product [Si](C)(C)(C(C)(C)C)OC1=CC=C(C=C1)NCC=1C=NC=CC1 (N-(4-(t-butyldimethylsilyloxy)phenyl) pyridin-3-ylmethylamine). As a reaction SMILES: [OH:1][C:2]1[CH:7]=[CH:6][C:5]([NH:8][CH2:9][C:10]2[CH:11]=[N:12][CH:13]=[CH:14][CH:15]=2)=[CH:4][CH:3]=1.N1C=CN=C1.[Si:21](Cl)([C:24]([CH3:27])([CH3:26])[CH3:25])([CH3:23])[CH3:22]>C1COCC1>[Si:21]([O:1][C:2]1[CH:3]=[CH:4][C:5]([NH:8][CH2:9][C:10]2[CH:11]=[N:12][CH:13]=[CH:14][CH:15]=2)=[CH:6][CH:7]=1)([C:24]([CH3:27])([CH3:26])[CH3:25])([CH3:23])[CH3:22]. Procedure: A solution of N-(4-hydroxyphenyl)pyridin-3-ylmethylamine (1.0 equiv.) in THF (0.1 M) was cooled to 0° C. and treated with imidazole (1.0 equiv.) and t-butyldimethylsilyl chloride (1.1 equiv.). The reaction was warmed to ambient temperature and stirred overnight. The THF was removed in vacuo. The residue was dissolved in ethyl acetate and washed with 0.1 N HCl, saturated aqueous NaHCO3, water, and brine. The residue was purified via preparative HPLC eluting with 80:20 to 68:32 DCM/ethyl acetate t... Reactants: CCOC(=O)COc1ccc(OCc2ccccc2)c2ccccc12, C1CCOC1. Product: CCOC(=O)COc1ccc(O)c2ccccc12. Reaction SMILES: [CH2:1]([CH3:2])[O:3][C:4]([CH2:5][O:6][c:7]1[cH:8][cH:9][c:10]([O:17][CH2:18][c:19]2[cH:20][cH:21][cH:22][cH:23][cH:24]2)[c:11]2[cH:12][cH:13][cH:14][cH:15][c:16]12)=[O:25].[O:26]1[CH2:27][CH2:28][CH2:29][CH2:30]1>>[CH2:1]([CH3:2])[O:3][C:4]([CH2:5][O:6][c:7]1[cH:8][cH:9][c:10]([OH:17])[c:11]2[cH:12][cH:13][cH:14][cH:15][c:16]12)=[O:25]. The reactants are ClC1=CC=C2C(C(=O)OC(N2)=O)=C1 (5-chloroisatoic anhydride), BrC=1C=C2C(C(NC2=CC1)=O)=O (5-bromoisatin), FC=1C=C2C(C(NC2=CC1)=O)=O (5-fluoroisatin). Product: BrC=1C=C2C(C3=NC4=CC=CC=C4C(N3C2=CC1)=O)=O (8-Bromoindolo[2,1-b]quinazoline-6,12-dione). Yield: 9.0%. RXN SMILES: Cl[C:2]1[CH:13]=[C:6]2[C:7](OC(=O)[NH:11][C:5]2=[CH:4][CH:3]=1)=[O:8].[Br:14][C:15]1[CH:16]=[C:17]2[C:21](=[CH:22][CH:23]=1)[NH:20][C:19](=O)[C:18]2=[O:25].FC1C=C2C(=CC=1)NC(=O)C2=O>>[Br:14][C:15]1[CH:16]=[C:17]2[C:21](=[CH:22][CH:23]=1)[N:20]1[C:19](=[N:11][C:5]3[C:6]([C:7]1=[O:8])=[CH:13][CH:2]=[CH:3][CH:4]=3)[C:18]2=[O:25]. Procedure: Using the procedure in Example 12 and substituting isatoic anhydride for 5-chloroisatoic anhydride and 5-bromoisatin for 5-fluoroisatin gave the title compound in 9% yield: mp 288°-290.2° C.; 1H NMR (300 MHz, CDCl3) δ 8.56 (d, 1H) 8.44 (d, 1H) 8.06 (s, 1H) 8.04 (s, 1H) 7.82-7.96 (m, 2H) 7.66-7.76 (m, 1H); MS (M+H)+ 328. The reactants are CO, Cc1coc2ccc([N+](=O)[O-])cc12. Yields the product Cc1coc2ccc(N)cc12. As a reaction SMILES: [CH3:14][OH:15].[CH3:1][c:2]1[cH:3][o:4][c:5]2[c:6]1[cH:7][c:8]([N+:11]([O-:12])=[O:13])[cH:9][cH:10]2>>[CH3:1][c:2]1[cH:3][o:4][c:5]2[c:6]1[cH:7][c:8]([NH2:11])[cH:9][cH:10]2. Reactants: Cl (hydrochloric acid), [N+](=O)([O-])C=1C=C(C=O)C=CC1 (m-nitrobenzaldehyde), C(C)OC(CC(=O)C)=O (ethylacetoacetate), NC(=S)N (thiourea). The solvent is C(C)O (ethanol). Yields the product CC1=C(C(NC(N1)=S)C1=CC(=CC=C1)[N+](=O)[O-])C(=O)OCC (1,2,3,4-tetrahydro-6-methyl-4-(3-nitrophenyl)-2-thioxo-5-pyrimidinecarboxylic acid, ethyl ester). RXN SMILES: [N+:1]([C:4]1[CH:5]=[C:6]([CH:9]=[CH:10][CH:11]=1)[CH:7]=O)([O-:3])=[O:2].[CH2:12]([O:14][C:15](=[O:20])[CH2:16][C:17]([CH3:19])=O)[CH3:13].[NH2:21][C:22]([NH2:24])=[S:23].Cl>C(O)C>[CH3:19][C:17]1[NH:24][C:22](=[S:23])[NH:21][CH:7]([C:6]2[CH:9]=[CH:10][CH:11]=[C:4]([N+:1]([O-:3])=[O:2])[CH:5]=2)[C:16]=1[C:15]([O:14][CH2:12][CH3:13])=[O:20]. Reported procedure: A solution containing m-nitrobenzaldehyde (7.55 g., 50.0 mmole), ethylacetoacetate (6.5 g., 50.0 mmole), and thiourea (3.8 g., 50.0 mmole) in absolute ethanol (30 ml.) is treated with concentrated hydrochloric acid (0.2 ml.). The resulting reaction mixture is heated at reflux for 6 hours. It is then cooled to room temperature and triturated. A small amount of a white solid precipitates out. The reaction flask is then allowed to cool in the refrigerator overnight. The precipitate that forms is fi...